From a dataset of the Open Reaction Database (ORD), a public repository of structured organic reaction records. describe an organic reaction: reactants, conditions, products, and yield The reactants are [N+](=O)([O-])[O-].[Na+] (sodium nitrate), C(C)(=O)CC(C)=O (acetylacetone), NC1=CC=C(C=C1)CCO (4-aminophenylethylalcohol), [OH-].[Na+] (NaOH), O.O.[Sn](Cl)Cl (tin(II) chloride dihydrate). Solvent: Cl (HCl), O (water), Cl (HCl). Reaction conditions: time 0.5 hour. Yields the product CC1=NN(C(=C1)C)C1=CC=C(C=C1)CCO (2-[4-(3,5-Dimethyl-1H-pyrazol-1-yl)phenyl]ethanol). RXN SMILES: [NH2:1][C:2]1[CH:7]=[CH:6][C:5]([CH2:8][CH2:9][OH:10])=[CH:4][CH:3]=1.[N+:11]([O-])([O-])=O.[Na+].O.O.[Sn](Cl)Cl.[C:21]([CH2:24][C:25](=O)[CH3:26])(=O)[CH3:22].[OH-].[Na+]>Cl.O>[CH3:22][C:21]1[CH:24]=[C:25]([CH3:26])[N:1]([C:2]2[CH:7]=[CH:6][C:5]([CH2:8][CH2:9][OH:10])=[CH:4][CH:3]=2)[N:11]=1 |f:1.2,3.4.5,7.8|. Procedure: To a suspension of 4-aminophenylethylalcohol (7.27 g, 51.5 mmol) in conc. HCl (100 mL) was added dropwise a solution of sodium nitrate (3.9 g, 56 mmol) in water (100 mL) at −10° C. over 0.5 h. After stirring for 0.5 h, tin(II) chloride dihydrate (29 g, 128 mmol) in conc.HCl (100 mL) was added over 0.5 h and the resulting mixture was allowed to warm to room temperature. The mixture was stirred for 1 h and then added acetylacetone. The reaction mixture was warmed at 100° C. for 5 h. It was basifie...